This data is from the Open Reaction Database (ORD), a public repository of structured organic reaction records. The task is: describe an organic reaction: reactants, conditions, products, and yield Reactants: BrB(Br)Br, ClCCl, COc1cc(Cl)cc(C=O)c1, O. Product: O=Cc1cc(O)cc(Cl)c1. RXN SMILES: [B:12]([Br:13])([Br:14])[Br:15].[Cl:17][CH2:18][Cl:19].[Cl:1][c:2]1[cH:3][c:4]([CH:5]=[O:6])[cH:7][c:8]([O:10][CH3:11])[cH:9]1.[OH2:16]>>[Cl:1][c:2]1[cH:3][c:4]([CH:5]=[O:6])[cH:7][c:8]([OH:10])[cH:9]1. Reactants: CI, [H-], [Na+], C1CCOC1, O, O=C(C=Cc1c(-c2ccccc2)nn2ccccc12)N1CCCCC1CO. The product is COCC1CCCCN1C(=O)C=Cc1c(-c2ccccc2)nn2ccccc12. As a reaction SMILES: [CH3:30][I:31].[H-:28].[Na+:29].[O:33]1[CH2:34][CH2:35][CH2:36][CH2:37]1.[OH2:32].[c:1]1(-[c:7]2[n:8][n:9]3[c:10]([cH:11][cH:12][cH:13][cH:14]3)[c:15]2[CH:16]=[CH:17][C:18](=[O:19])[N:20]2[CH:21]([CH2:26][OH:27])[CH2:22][CH2:23][CH2:24][CH2:25]2)[cH:2][cH:3][cH:4][cH:5][cH:6]1>>[c:1]1(-[c:7]2[n:8][n:9]3[c:10]([cH:11][cH:12][cH:13][cH:14]3)[c:15]2[CH:16]=[CH:17][C:18](=[O:19])[N:20]2[CH:21]([CH2:26][O:27][CH3:30])[CH2:22][CH2:23][CH2:24][CH2:25]2)[cH:2][cH:3][cH:4][cH:5][cH:6]1. Reactants: ClC1=C(C=C(C(=C1)F)N1C(N(C(=CC1=O)C(F)(F)F)C)=O)O (2-chloro-4-fluoro-5-[3-methyl-2,6-dioxo-4-(trifluoromethyl)-1,2,3,6-tetrahydropyrimidine-1-yl]phenol), OCC=1C=C(OC(C(=O)OC)C)C=CC1 (methyl 2-[3-(hydroxymethyl)phenoxy]propionate), C1(=CC=CC=C1)P(C1=CC=CC=C1)C1=CC=CC=C1 (triphenylphosphine), N(=NC(=O)OC(C)C)C(=O)OC(C)C (diisopropyl azodicarboxylate). Solvent: O1CCCC1 (tetrahydrofuran). The product is ClC1=C(OCC=2C=C(OC(C(=O)OC)C)C=CC2)C=C(C(=C1)F)N1C(N(C(=CC1=O)C(F)(F)F)C)=O (methyl 2-[3-({2-chloro-4-fluoro-5-[3-methyl-2,6-dioxo-4-(trifluoromethyl)-1,2,3,6-tetrahydropyrimidine-1-yl]phenoxy}methyl)phenoxy]propionate). Isolated yield 35.3%. Reaction SMILES: [Cl:1][C:2]1[CH:7]=[C:6]([F:8])[C:5]([N:9]2[C:14](=[O:15])[CH:13]=[C:12]([C:16]([F:19])([F:18])[F:17])[N:11]([CH3:20])[C:10]2=[O:21])=[CH:4][C:3]=1[OH:22].O[CH2:24][C:25]1[CH:26]=[C:27]([CH:35]=[CH:36][CH:37]=1)[O:28][CH:29]([CH3:34])[C:30]([O:32][CH3:33])=[O:31].C1(P(C2C=CC=CC=2)C2C=CC=CC=2)C=CC=CC=1.N(C(OC(C)C)=O)=NC(OC(C)C)=O>O1CCCC1>[Cl:1][C:2]1[CH:7]=[C:6]([F:8])[C:5]([N:9]2[C:14](=[O:15])[CH:13]=[C:12]([C:16]([F:18])([F:19])[F:17])[N:11]([CH3:20])[C:10]2=[O:21])=[CH:4][C:3]=1[O:22][CH2:24][C:25]1[CH:26]=[C:27]([CH:35]=[CH:36][CH:37]=1)[O:28][CH:29]([CH3:34])[C:30]([O:32][CH3:33])=[O:31]. Procedure details: Into 10 ml of anhydrous tetrahydrofuran were dissolved 0.3 g of 2-chloro-4-fluoro-5-[3-methyl-2,6-dioxo-4-(trifluoromethyl)-1,2,3,6-tetrahydropyrimidine-1-yl]phenol, 0.186 g of methyl 2-[3-(hydroxymethyl)phenoxy]propionate and 0.232 g of triphenylphosphine; 0.179 g of diisopropyl azodicarboxylate was added dropwise under ice-cooling and stirring and the mixture was stirred overnight at room temperature. The reaction solution was concentrated under reduced pressure; the obtained residue was subje... Starting materials: FC=1C(=C2C(C(=CN(C2=CC1F)[C@H]1[C@H](C1)F)C(=O)OCC)=O)C (ethyl 6,7-difluoro-1-[(1R,2S)-2-fluorocyclopropyl]-5-methyl-4-oxo-1,4-dihydroquinoline-3-carboxylate), Cl (hydrochloric acid), C(C)(=O)O (acetic acid). The solvent is O (water). Yields the product FC=1C(=C2C(C(=CN(C2=CC1F)[C@H]1[C@H](C1)F)C(=O)O)=O)C (6,7-Difluoro-1-[(1R,2S)-2-fluorocyclopropyl]-5-methyl-4-oxo-1,4-dihydroquinoline-3-carboxylic Acid). Isolated yield 63.7%. Reaction SMILES: [F:1][C:2]1[C:3]([CH3:23])=[C:4]2[C:9](=[CH:10][C:11]=1[F:12])[N:8]([C@@H:13]1[CH2:15][C@@H:14]1[F:16])[CH:7]=[C:6]([C:17]([O:19]CC)=[O:18])[C:5]2=[O:22].Cl.C(O)(=O)C>O>[F:1][C:2]1[C:3]([CH3:23])=[C:4]2[C:9](=[CH:10][C:11]=1[F:12])[N:8]([C@@H:13]1[CH2:15][C@@H:14]1[F:16])[CH:7]=[C:6]([C:17]([OH:19])=[O:18])[C:5]2=[O:22]. Procedure: A mixture of 1.70 g of ethyl 6,7-difluoro-1-[(1R,2S)-2-fluorocyclopropyl]-5-methyl-4-oxo-1,4-dihydroquinoline-3-carboxylate, 30 ml of concentrated hydrochloric acid, and 60 ml of acetic acid was heated under reflux for 1.5 hours. After allowing to cool, water was added to the reaction mixture. The precipitated crystals were collected by filtration, washed with water and ethanol, and dried. Recrystallization from a mixed solvent of ethanol and chloroform yielded 990 mg of the titled compound as a... Yields the product CCCOc1ccccc1-c1nc(O)cc(Cl)n1. Reaction SMILES: [CH2:19]([CH2:20][CH2:21][CH3:22])[OH:23].[Cl:1][c:2]1[n:3][c:4](-[c:9]2[c:10]([O:15][CH2:16][CH2:17][CH3:18])[cH:11][cH:12][cH:13][cH:14]2)[n:5][c:6]([Cl:8])[cH:7]1.[ClH:24].[OH2:25]>>[Cl:1][c:2]1[n:3][c:4](-[c:9]2[c:10]([O:15][CH2:16][CH2:17][CH3:18])[cH:11][cH:12][cH:13][cH:14]2)[n:5][c:6]([OH:23])[cH:7]1. The reactants are CCCCO, CCCOc1ccccc1-c1nc(Cl)cc(Cl)n1, Cl, O.